From a dataset of the Open Reaction Database (ORD), a public repository of structured organic reaction records. describe an organic reaction: reactants, conditions, products, and yield Reactants: ClCCCOC1=C2C=CNC2=CC=C1 (4-(3-Chloropropoxy)-1H-indole), C(CC)C1=C(C=CC=2C(=NOC21)C(F)(F)F)O (7-propyl-3-trifluoromethyl-benzo[d]isoxazol-6-ol), C([O-])([O-])=O.[K+].[K+] (potassium carbonate), [I-].[K+] (potassium iodide), resultant mixture. Run in C(C)(=O)OCC (ethyl acetate), O (Water), CN(C)C=O (DMF). Run at temperature 110 celsius. Product: N1C=CC2=C(C=CC=C12)OCCCOC1=C(C2=C(C(=NO2)C(F)(F)F)C=C1)CCC (6-[3-(1H-indol-4-yloxy)-propoxy]-7-propyl-3-trifluoromethyl-benzo[d]isoxazole). Yield: 77.7%. RXN SMILES: Cl[CH2:2][CH2:3][CH2:4][O:5][C:6]1[CH:14]=[CH:13][CH:12]=[C:11]2[C:7]=1[CH:8]=[CH:9][NH:10]2.[CH2:15]([C:18]1[C:26]2[O:25][N:24]=[C:23]([C:27]([F:30])([F:29])[F:28])[C:22]=2[CH:21]=[CH:20][C:19]=1[OH:31])[CH2:16][CH3:17].C(=O)([O-])[O-].[K+].[K+].[I-].[K+]>C(OCC)(=O)C.O.CN(C=O)C>[NH:10]1[C:11]2[C:7](=[C:6]([O:5][CH2:4][CH2:3][CH2:2][O:31][C:19]3[CH:20]=[CH:21][C:22]4[C:23]([C:27]([F:30])([F:29])[F:28])=[N:24][O:25][C:26]=4[C:18]=3[CH2:15][CH2:16][CH3:17])[CH:14]=[CH:13][CH:12]=2)[CH:8]=[CH:9]1 |f:2.3.4,5.6|. Reported procedure: 4-(3-Chloropropoxy)-1H-indole (0.100 g, 0.48 mmol), 7-propyl-3-trifluoromethyl-benzo[d]isoxazol-6-ol (0.117 g, 0.48 mmol), potassium carbonate (0.099 g, 0.72 mmol), potassium iodide (0.016 g, 0.10 mmol), and DMF (5 mL) were mixed and heated at 110° C. for 1.5 hours. The mixture was cooled to room temperature. Water (10 mL) and ethyl acetate (10 mL) were added and the resultant mixture was stirred for five minutes. The organic layer was separated and aqueous layer was extracted again with ethyl a...